This data is from the Open Reaction Database (ORD), a public repository of structured organic reaction records. The task is: describe an organic reaction: reactants, conditions, products, and yield Starting materials: C1(=CC=CC=C1)C (toluene), BrC=1SC=CC1[N+](=O)[O-] (2-bromo-3-nitrothiophene), ClC1=CC=C(C=C1)OB(O)O (4-chlorophenylboric acid), C([O-])([O-])=O.[K+].[K+] (potassium carbonate). Reagents/catalysts: C=1C=CC(=CC1)[P](C=2C=CC=CC2)(C=3C=CC=CC3)[Pd]([P](C=4C=CC=CC4)(C=5C=CC=CC5)C=6C=CC=CC6)([P](C=7C=CC=CC7)(C=8C=CC=CC8)C=9C=CC=CC9)[P](C=1C=CC=CC1)(C=1C=CC=CC1)C=1C=CC=CC1 (Pd(PPh3)4). The solvent is C(C)O (ethanol). Conditions: time 30 minute. Product: [N+](=O)([O-])C1=C(SC=C1)C1=CC=C(C=C1)Cl (3-nitro-2-(4-chlorophenyl)thiophene). Isolated yield 105.5%. As a reaction SMILES: C1(C)C=CC=CC=1.Br[C:9]1[S:10][CH:11]=[CH:12][C:13]=1[N+:14]([O-:16])=[O:15].[Cl:17][C:18]1[CH:23]=[CH:22][C:21](OB(O)O)=[CH:20][CH:19]=1.C(=O)([O-])[O-].[K+].[K+]>C1C=CC([P]([Pd]([P](C2C=CC=CC=2)(C2C=CC=CC=2)C2C=CC=CC=2)([P](C2C=CC=CC=2)(C2C=CC=CC=2)C2C=CC=CC=2)[P](C2C=CC=CC=2)(C2C=CC=CC=2)C2C=CC=CC=2)(C2C=CC=CC=2)C2C=CC=CC=2)=CC=1.C(O)C>[N+:14]([C:13]1[CH:12]=[CH:11][S:10][C:9]=1[C:21]1[CH:22]=[CH:23][C:18]([Cl:17])=[CH:19][CH:20]=1)([O-:16])=[O:15] |f:3.4.5,^1:37,39,58,77|. Reported procedure: To 50 ml of toluene, 1 g of 2-bromo-3-nitrothiophene, 0.75 g of 4-chlorophenylboric acid, 5 ml of a 2M-aqueous potassium carbonate solution and 2 ml of ethanol were added and stirred at room temperature for 30 minutes in a nitrogen atmosphere. Successively 0.28 g of Pd(PPh3)4 was added and heat-refluxed for 2 hours. The aqueous layer was separated from the reaction mixture and the organic layer was washed with water and dried over anhydrous sodium sulfate. The solvent was distilled off under red... Solvent: O1CCCC1 (tetrahydrofuran), C(C)(=O)OCC (Ethyl acetate). Product: CON=C(C(=O)NC1[C@@H]2N(C(C(CS2)OC(C)=O)C(=O)O)C1=O)C(CBr)=O (7-(2-methoxyimino-3-oxo-4-bromobutyramido)-3-acetoxycepham-4 -carboxylic acid). Procedure details: Acetic anhydride (22.5 ml.) and boron trifluoride etherate (7.5 ml.) were added to a stirred solution of 7-(2-methoxyimino-3-oxo-4-bromobutyramido)-3-hydroxycepham-4-carboxylic acid (syn isomer 31.8 g.) in dry tetrahydrofuran (150 ml.) at room temperature, and stirred at the same temperature for 30 minutes and at 50° C. for an hour. To the resultant solution was added a saturated aqueous solution of sodium chloride (100 ml.) and stirred for 30 minutes. Ethyl acetate (150 ml.) was added to the so... Reaction conditions: temperature 50 celsius, time 30 minute. Reaction SMILES: [C:1]([O:4][C:5](=O)[CH3:6])(=[O:3])[CH3:2].B(F)(F)F.CCOCC.[CH3:17][O:18][N:19]=[C:20]([C:37](=[O:40])[CH2:38][Br:39])[C:21]([NH:23][CH:24]1[C:35](=[O:36])[N:26]2[CH:27]([C:32]([OH:34])=[O:33])C(O)C[S:30][C@H:25]12)=[O:22].[Cl-].[Na+]>O1CCCC1.C(OCC)(=O)C>[CH3:17][O:18][N:19]=[C:20]([C:37](=[O:40])[CH2:38][Br:39])[C:21]([NH:23][CH:24]1[C:35](=[O:36])[N:26]2[CH:27]([C:32]([OH:34])=[O:33])[CH:5]([O:4][C:1](=[O:3])[CH3:2])[CH2:6][S:30][C@H:25]12)=[O:22] |f:1.2,4.5|. Reactants: C(C)(=O)OC(C)=O (Acetic anhydride), B(F)(F)F.CCOCC (boron trifluoride etherate), CON=C(C(=O)NC1[C@@H]2N(C(C(CS2)O)C(=O)O)C1=O)C(CBr)=O (7-(2-methoxyimino-3-oxo-4-bromobutyramido)-3-hydroxycepham-4-carboxylic acid), resultant solution, [Cl-].[Na+] (sodium chloride). Starting materials: O.[OH-].[Cs+] (cesium hydroxide monohydrate), BrC1=C(CC2\N=C(/C3=C(N(C2=O)C)C=CC(=C3)Cl)\Cl)C=CC=C1 ((E)-3-(2-Bromobenzyl)-5,7-dichloro-1-methyl-1H-benzo[e][1,4]diazepin-2(3H)-one), CC1(OB(OC1(C)C)C1=CC2=C(NC(N2)=O)C=C1)C (5-(4,4,5,5-tetramethyl-1,3,2-dioxaborolan-2-yl)-1H-benzo[d]imidazol-2(3H)-one), [Cl-].[Li+] (lithium chloride). The reagents and catalysts are [Pd].C1(=CC=CC=C1)P(C1=CC=CC=C1)C1=CC=CC=C1.C1(=CC=CC=C1)P(C1=CC=CC=C1)C1=CC=CC=C1.C1(=CC=CC=C1)P(C1=CC=CC=C1)C1=CC=CC=C1.C1(=CC=CC=C1)P(C1=CC=CC=C1)C1=CC=CC=C1 (Tetrakis(triphenylphosphine) palladium(0)). Solvent: O (water), O1CCOCC1 (1,4-dioxane). Run at temperature 100 celsius. The product is BrC1=C(CC2\N=C(/C3=C(N(C2=O)C)C=CC(=C3)Cl)\C3=CC2=C(NC(N2)=O)C=C3)C=CC=C1 ((Z)-3-(2-bromobenzyl)-7-chloro-1-methyl-5-(2-oxo-2,3-dihydro-1H-benzo[d]imidazol-5-yl)-1H-benzo[e][1,4]diazepin-2(3H)-one). Yield: 18.9%. RXN SMILES: [Br:1][C:2]1[CH:23]=[CH:22][CH:21]=[CH:20][C:3]=1[CH2:4][CH:5]1[C:11](=[O:12])[N:10]([CH3:13])[C:9]2[CH:14]=[CH:15][C:16]([Cl:18])=[CH:17][C:8]=2[C:7](Cl)=[N:6]1.CC1(C)C(C)(C)OB([C:32]2[CH:41]=[CH:40][C:35]3[NH:36][C:37](=[O:39])[NH:38][C:34]=3[CH:33]=2)O1.[Cl-].[Li+].O.[OH-].[Cs+]>[Pd].C1(P(C2C=CC=CC=2)C2C=CC=CC=2)C=CC=CC=1.C1(P(C2C=CC=CC=2)C2C=CC=CC=2)C=CC=CC=1.C1(P(C2C=CC=CC=2)C2C=CC=CC=2)C=CC=CC=1.C1(P(C2C=CC=CC=2)C2C=CC=CC=2)C=CC=CC=1.O.O1CCOCC1>[Br:1][C:2]1[CH:23]=[CH:22][CH:21]=[CH:20][C:3]=1[CH2:4][CH:5]1[C:11](=[O:12])[N:10]([CH3:13])[C:9]2[CH:14]=[CH:15][C:16]([Cl:18])=[CH:17][C:8]=2[C:7]([C:32]2[CH:41]=[CH:40][C:35]3[NH:36][C:37](=[O:39])[NH:38][C:34]=3[CH:33]=2)=[N:6]1 |f:2.3,4.5.6,7.8.9.10.11|. Reported procedure: (E)-3-(2-Bromobenzyl)-5,7-dichloro-1-methyl-1H-benzo[e][1,4]diazepin-2(3H)-one (150 mg, 0.364 mmol), 5-(4,4,5,5-tetramethyl-1,3,2-dioxaborolan-2-yl)-1H-benzo[d]imidazol-2(3H)-one (95 mg, 0.364 mmol) and lithium chloride (46 mg, 1.09 mmol) were added to 1,4-dioxane (3 mL). Nitrogen was bubbled into the solution as reagents were added. Tetrakis(triphenylphosphine) palladium(0) (42 mg, 0.036 mmol) was added followed by cesium hydroxide monohydrate (183 mg, 1.09 mmol) and water (1 mL). After bubblin... Starting materials: COc1cc(CNC(=O)OC(C)(C)C)ccc1OS(=O)(=O)C(F)(F)F, CCO, Cc1ccccc1, COc1ncc(Cl)cc1B(O)O, [Na+], [Na+], O=C([O-])[O-], c1ccc(P(c2ccccc2)(c2ccccc2)[Pd](P(c2ccccc2)(c2ccccc2)c2ccccc2)(P(c2ccccc2)(c2ccccc2)c2ccccc2)P(c2ccccc2)(c2ccccc2)c2ccccc2)cc1. Product: COc1cc(CNC(=O)OC(C)(C)C)ccc1-c1cc(Cl)cnc1OC. As a reaction SMILES: [C:1]([CH3:2])([CH3:3])([CH3:4])[O:5][C:6](=[O:7])[NH:8][CH2:9][c:10]1[cH:11][c:12]([O:24][CH3:25])[c:13]([O:16][S:17]([C:18]([F:19])([F:20])[F:21])(=[O:22])=[O:23])[cH:14][cH:15]1.[CH3:128][CH2:129][OH:130].[CH3:44][c:45]1[cH:46][cH:47][cH:48][cH:49][cH:50]1.[Cl:26][c:27]1[cH:28][c:29]([B:35]([OH:36])[OH:37])[c:30]([O:33][CH3:34])[n:31][cH:32]1.[Na+:38].[Na+:39].[O-:40][C:41](=[O:42])[O-:43].[cH:51]1[cH:52][cH:53][c:54]([P:55]([Pd:56]([P:57]([c:58]2[cH:59][cH:60][cH:61][cH:62][cH:63]2)([c:64]2[cH:65][cH:66][cH:67][cH:68][cH:69]2)[c:70]2[cH:71][cH:72][cH:73][cH:74][cH:75]2)([P:76]([c:77]2[cH:78][cH:79][cH:80][cH:81][cH:82]2)([c:83]2[cH:84][cH:85][cH:86][cH:87][cH:88]2)[c:89]2[cH:90][cH:91][cH:92][cH:93][cH:94]2)[P:95]([c:96]2[cH:97][cH:98][cH:99][cH:100][cH:101]2)([c:102]2[cH:103][cH:104][cH:105][cH:106][cH:107]2)[c:108]2[cH:109][cH:110][cH:111][cH:112][cH:113]2)([c:114]2[cH:115][cH:116][cH:117][cH:118][cH:119]2)[c:120]2[cH:121][cH:122][cH:123][cH:124][cH:125]2)[cH:126][cH:127]1>>[C:1]([CH3:2])([CH3:3])([CH3:4])[O:5][C:6](=[O:7])[NH:8][CH2:9][c:10]1[cH:11][c:12]([O:24][CH3:25])[c:13](-[c:29]2[cH:28][c:27]([Cl:26])[cH:32][n:31][c:30]2[O:33][CH3:34])[cH:14][cH:15]1. Reactants: NC=1N=CN(C1C(=O)N)CC1=CC=C(C=C1)F (4-amino-1-(4-fluorobenzyl)-5-imidazolecarboxamide), C(C)(C)(C)OC(=O)N(C)CC(=O)O (2-(N-t-butyloxycarbonyl-N-methylamino)acetic acid). The product is C(C)(C)(C)OC(=O)N(C)CC(=O)NC=1N=CN(C1C(=O)N)CC1=CC=C(C=C1)F (4-(2-(N-t-butyloxycarbonyl-N-methylamino)acetylamino)-1-(4-fluorobenzyl)-5-imidazolecarboxamide). Yield: 72.0%. RXN SMILES: [NH2:1][C:2]1[N:3]=[CH:4][N:5]([CH2:10][C:11]2[CH:16]=[CH:15][C:14]([F:17])=[CH:13][CH:12]=2)[C:6]=1[C:7]([NH2:9])=[O:8].[C:18]([O:22][C:23]([N:25]([CH2:27][C:28](O)=[O:29])[CH3:26])=[O:24])([CH3:21])([CH3:20])[CH3:19]>>[C:18]([O:22][C:23]([N:25]([CH2:27][C:28]([NH:1][C:2]1[N:3]=[CH:4][N:5]([CH2:10][C:11]2[CH:16]=[CH:15][C:14]([F:17])=[CH:13][CH:12]=2)[C:6]=1[C:7]([NH2:9])=[O:8])=[O:29])[CH3:26])=[O:24])([CH3:21])([CH3:20])[CH3:19]. Procedure details: An amidation reaction and post-treatment were carried out following the conditions of Example 17, using 2.12 g (9.01 mmol) of 4-amino-1-(4-fluorobenzyl)-5-imidazolecarboxamide prepared in the same manner as in Example 58 and 2-(N-t-butyloxycarbonyl-N-methylamino)acetic acid instead of 3-pyridylacetic acid hydrochloride to obtain 2.63 g of 4-(2-(N-t-butyloxycarbonyl-N-methylamino)acetylamino)-1-(4-fluorobenzyl)-5-imidazolecarboxamide (yield 72%). The reactants are ClC1=C(C(=NN1C)C(F)F)C=O (5-chloro-3-(difluoromethyl)-1-methyl-1H-pyrazole-4-carbaldehyde), ClC=1C=C(C=CC1)O (3-chlorophenol), C([O-])([O-])=O.[K+].[K+] (potassium carbonate). Yields the product ClC=1C=C(OC2=C(C(=NN2C)C(F)F)C(=O)O)C=CC1 (5-(3-chlorophenoxy)-3-(difluoromethyl)-1-methyl-1H-pyrazole-4-carboxylic acid). Reaction SMILES: Cl[C:2]1[N:6]([CH3:7])[N:5]=[C:4]([CH:8]([F:10])[F:9])[C:3]=1[CH:11]=[O:12].[Cl:13][C:14]1[CH:15]=[C:16]([OH:20])[CH:17]=[CH:18][CH:19]=1.C(=O)([O-])[O-:22].[K+].[K+]>>[Cl:13][C:14]1[CH:15]=[C:16]([CH:17]=[CH:18][CH:19]=1)[O:20][C:2]1[N:6]([CH3:7])[N:5]=[C:4]([CH:8]([F:10])[F:9])[C:3]=1[C:11]([OH:12])=[O:22] |f:2.3.4|. Procedure: The title compound was prepared using 5-chloro-3-(difluoromethyl)-1-methyl-1H-pyrazole-4-carbaldehyde and 3-chlorophenol in the manner similar to the method in Production Example 1 above except potassium carbonate was used instead of potassium hydroxide. Starting materials: COC1=C(C=O)C=C(C(=C1)OC)OC (2,4,5-trimethoxybenzaldehyde), NC1=C(C=NN1)C#N (5-amino-1H-pyrazole-4-carbonitrile), C1(CCCC1)[N+]#[C-] (cyclopentyl isonitrile), Cl(=O)(=O)(=O)O (perchloric acid). The solvent is CO (methanol). Run at time 15 hour. Product: C1(CCCC1)NC1=C(NC=2N1N=CC2C#N)C2=C(C=C(C(=C2)OC)OC)OC (3-(cyclopentylamino)-2-(2,4,5-trimethoxyphenyl)-1H-imidazo[1,2-b]pyrazole-7-carbonitrile). Isolated yield 14.1%. As a reaction SMILES: [CH3:1][O:2][C:3]1[CH:10]=[C:9]([O:11][CH3:12])[C:8]([O:13][CH3:14])=[CH:7][C:4]=1[CH:5]=O.[NH2:15][C:16]1[NH:20][N:19]=[CH:18][C:17]=1[C:21]#[N:22].[CH:23]1([N+:28]#[C-:29])[CH2:27][CH2:26][CH2:25][CH2:24]1.Cl(O)(=O)(=O)=O>CO>[CH:23]1([NH:28][C:29]2[N:20]3[N:19]=[CH:18][C:17]([C:21]#[N:22])=[C:16]3[NH:15][C:5]=2[C:4]2[CH:7]=[C:8]([O:13][CH3:14])[C:9]([O:11][CH3:12])=[CH:10][C:3]=2[O:2][CH3:1])[CH2:27][CH2:26][CH2:25][CH2:24]1. Procedure: To a clear light brown solution of 2,4,5-trimethoxybenzaldehyde (600 mg, 3.06 mmol) and 5-amino-1H-pyrazole-4-carbonitrile (331 mg, 3.06 mmol) in methanol (10 mL) in a 20 mL vial were added cyclopentyl isonitrile (294 mg, 342 μL, 3.06 mmol) and perchloric acid (61.4 mg, 54.9 μL, 0.612 mmol) at RT under nitrogen atmosphere. Then, the nitrogen line was disconnected and the resulting dark brown solution slowly became a suspension within few hours which was then stirred for 15 h at RT. The off-white... Starting materials: CC1NC2=CC=CC=C2C1(C)C (2,3,3-trimethylindoline), [Br-].C(CCCCCCCCCCCCCCCCC)[NH3+] (octadecylammonium bromide), [OH-].[Na+] (sodium hydroxide). Solvent: O (water). The product is CC1(C(N(C2=CC=CC=C12)CCCCCCCCCCCCCCCCCC)=C)C (3,3-Dimethyl-2-methylene-1-octadecylindoline). Yield: 31.9%. Reaction SMILES: [CH3:1][CH:2]1[C:10]([CH3:12])([CH3:11])[C:9]2[C:4](=[CH:5][CH:6]=[CH:7][CH:8]=2)[NH:3]1.[Br-].[CH2:14]([NH3+])[CH2:15][CH2:16][CH2:17][CH2:18][CH2:19][CH2:20][CH2:21][CH2:22][CH2:23][CH2:24][CH2:25][CH2:26][CH2:27][CH2:28][CH2:29][CH2:30][CH3:31].[OH-].[Na+]>O>[CH3:12][C:10]1([CH3:11])[C:9]2[C:4](=[CH:5][CH:6]=[CH:7][CH:8]=2)[N:3]([CH2:31][CH2:30][CH2:29][CH2:28][CH2:27][CH2:26][CH2:25][CH2:24][CH2:23][CH2:22][CH2:21][CH2:20][CH2:19][CH2:18][CH2:17][CH2:16][CH2:15][CH3:14])[C:2]1=[CH2:1] |f:1.2,3.4|. Procedure: A mixture of 5.2 g (32 mmol) of 2,3,3-trimethylindoline and 15.8 g (48 mmol) of octadecylammonium bromide was heated with stirring followed by treating with a solution of 8 g of sodium hydroxide in 50 ml of water. After usual working-up, there were obtained 4.2 g of the title compound in a 84.1% yield.